Dataset: the Open Reaction Database (ORD), a public repository of structured organic reaction records. Task: describe an organic reaction: reactants, conditions, products, and yield The reactants are FC(C(=O)OC(C(F)(F)F)=O)(F)F (trifluoroacetic anhydride), CS(=O)C (dimethylsulfoxide), ClCCCS(=O)(=O)NCC(COC(NCCCCCCCCCCCCCCCCCC)=O)CC(C)=O (1-(3-chloropropylsulfonylamino)-3-octadecylcarbamoyloxy-2-(2-oxopropan-1-yl)propane), ClCCCS(=O)(=O)NCC(CSCCCCCCCCCCCCCCCC)CC(C)O (1-(3-chloropropylsulfonylamino)-2-(2-hydroxypropan-1-yl)-3-n-hexadecylthiopropane). The solvent is ClCCl (dichloromethane), C(C)N(CC)CC (triethylamine), ClCCl (dichloromethane). Reaction conditions: temperature -78 celsius, time 5 minute. Yields the product ClCCCS(=O)(=O)NCC(CSCCCCCCCCCCCCCCCC)CC(C)=O (1-(3-chloropropylsulfonylamino)-3-hexadecylthio-2-(2-oxopropan-1-yl)propane). Yield: 50.0%. As a reaction SMILES: FC(F)(F)C(OC(=O)C(F)(F)F)=O.CS(C)=O.[Cl:18][CH2:19][CH2:20][CH2:21][S:22]([NH:25][CH2:26][CH:27]([CH2:46][CH:47]([OH:49])[CH3:48])[CH2:28][S:29][CH2:30][CH2:31][CH2:32][CH2:33][CH2:34][CH2:35][CH2:36][CH2:37][CH2:38][CH2:39][CH2:40][CH2:41][CH2:42][CH2:43][CH2:44][CH3:45])(=[O:24])=[O:23].ClCCCS(NCC(CC(=O)C)COC(=O)NCCCCCCCCCCCCCCCCCC)(=O)=O>ClCCl.C(N(CC)CC)C>[Cl:18][CH2:19][CH2:20][CH2:21][S:22]([NH:25][CH2:26][CH:27]([CH2:46][C:47](=[O:49])[CH3:48])[CH2:28][S:29][CH2:30][CH2:31][CH2:32][CH2:33][CH2:34][CH2:35][CH2:36][CH2:37][CH2:38][CH2:39][CH2:40][CH2:41][CH2:42][CH2:43][CH2:44][CH3:45])(=[O:23])=[O:24]. Reported procedure: To a cooled solution of 0.19 ml (1.33 mM) of trifluoroacetic anhydride in 20 ml of dichloromethane at -78° C. is added 0.19 ml (2.66 mM) of dimethylsulfoxide and the mixture is stirred at -78° C. for 5 minutes. To the reaction mixture is added a solution of 428 mg (0.83 mM) of 1-(3-chloropropylsulfonylamino)-2-(2-hydroxypropan-1-yl)-3-n-hexadecylthiopropane m15 in 2 ml of dichloromethane with stirring and the mixture is stirred at -70° C. for an additional 15 minutes. 3.50 ml (24.9 mM) of trieth... The reactants are COC(=O)C(Cc1ccc(NC(=O)c2c(Cl)cccc2Cl)cc1)NC(=O)c1c(C)cccc1Cl, CCO, [Na+], [OH-]. Product: Cc1cccc(Cl)c1C(=O)NC(Cc1ccc(NC(=O)c2c(Cl)cccc2Cl)cc1)C(=O)O. RXN SMILES: [CH3:1][O:2][C:3]([CH:4]([NH:5][C:6](=[O:7])[c:8]1[c:9]([Cl:15])[cH:10][cH:11][cH:12][c:13]1[CH3:14])[CH2:16][c:17]1[cH:18][cH:19][c:20]([NH:23][C:24](=[O:25])[c:26]2[c:27]([Cl:33])[cH:28][cH:29][cH:30][c:31]2[Cl:32])[cH:21][cH:22]1)=[O:34].[CH3:37][CH2:38][OH:39].[Na+:36].[OH-:35]>>[O:2]=[C:3]([CH:4]([NH:5][C:6](=[O:7])[c:8]1[c:9]([Cl:15])[cH:10][cH:11][cH:12][c:13]1[CH3:14])[CH2:16][c:17]1[cH:18][cH:19][c:20]([NH:23][C:24](=[O:25])[c:26]2[c:27]([Cl:33])[cH:28][cH:29][cH:30][c:31]2[Cl:32])[cH:21][cH:22]1)[OH:34].